From a dataset of the Open Reaction Database (ORD), a public repository of structured organic reaction records. describe an organic reaction: reactants, conditions, products, and yield Starting materials: ClC=1C=[N+](C=C(C1C[C@@H](C1=CC(=C(C=C1)OC)OC)OC(CC=1SC(=CC1)CO[Si](C)(C)C(C)(C)C)=O)Cl)[O-] ([(1S)-2-(3,5-dichloro-1-oxido-pyridin-1-ium-4-yl)-1-(3,4-dimethoxyphenyl)ethyl]2-[5-[[tert-butyl(dimethyl)silyl]oxymethyl]-2-thienyl]acetate), resultant solution. The solvent is N1=CC=CC=C1 (pyridine), N1=CC=CC=C1 (pyridine). Reaction conditions: temperature 0 celsius. Product: ClC=1C=[N+](C=C(C1C[C@@H](C1=CC(=C(C=C1)OC)OC)OC(CC=1SC(=CC1)CO)=O)Cl)[O-] ([(1S)-2-(3,5-dichloro-1-oxido-pyridin-1-ium-4-yl)-1-(3,4-dimethoxyphenyl)ethyl]2-[5-(hydroxymethyl)-2-thienyl]acetate). Yield: 83.3%. Reaction SMILES: [Cl:1][C:2]1[CH:3]=[N+:4]([O-:39])[CH:5]=[C:6]([Cl:38])[C:7]=1[CH2:8][C@H:9]([O:20][C:21](=[O:37])[CH2:22][C:23]1[S:24][C:25]([CH2:28][O:29][Si](C(C)(C)C)(C)C)=[CH:26][CH:27]=1)[C:10]1[CH:15]=[CH:14][C:13]([O:16][CH3:17])=[C:12]([O:18][CH3:19])[CH:11]=1>N1C=CC=CC=1>[Cl:38][C:6]1[CH:5]=[N+:4]([O-:39])[CH:3]=[C:2]([Cl:1])[C:7]=1[CH2:8][C@H:9]([O:20][C:21](=[O:37])[CH2:22][C:23]1[S:24][C:25]([CH2:28][OH:29])=[CH:26][CH:27]=1)[C:10]1[CH:15]=[CH:14][C:13]([O:16][CH3:17])=[C:12]([O:18][CH3:19])[CH:11]=1. Reported procedure: To a solution of [(1S)-2-(3,5-dichloro-1-oxido-pyridin-1-ium-4-yl)-1-(3,4-dimethoxyphenyl)ethyl]2-[5-[[tert-butyl(dimethyl)silyl]oxymethyl]-2-thienyl]acetate (400 mg, 0.65 mmol) in pyridine (5 mL) was added HF.pyridine (0.88 mL) drop wise. The resultant solution was stirred at room temperature for 3 h. The reaction solution was cooled to 0° C. and quenched with saturated aqueous sodium bicarbonate (5 mL). The aqueous phase was extracted with ethyl acetate (3×10 mL) and the organic phases combine... The reactants are CC(=O)O, CC(c1cc(C(F)(F)F)cc(C(F)(F)F)c1)N(C)C(=O)C12CC1CN(Cc1ccccc1)C2c1ccccc1. The product is CC(c1cc(C(F)(F)F)cc(C(F)(F)F)c1)N(C)C(=O)C12CC1CNC2c1ccccc1. Reaction SMILES: [C:40]([OH:41])(=[O:42])[CH3:43].[F:1][C:2]([c:3]1[cH:4][c:5]([CH:13]([CH3:14])[N:15]([C:16](=[O:17])[C:18]23[CH:19]([c:31]4[cH:32][cH:33][cH:34][cH:35][cH:36]4)[N:20]([CH2:24][c:25]4[cH:26][cH:27][cH:28][cH:29][cH:30]4)[CH2:21][CH:22]2[CH2:23]3)[CH3:37])[cH:6][c:7]([C:9]([F:10])([F:11])[F:12])[cH:8]1)([F:38])[F:39]>>[F:1][C:2]([c:3]1[cH:4][c:5]([CH:13]([CH3:14])[N:15]([C:16](=[O:17])[C:18]23[CH:19]([c:31]4[cH:32][cH:33][cH:34][cH:35][cH:36]4)[NH:20][CH2:21][CH:22]2[CH2:23]3)[CH3:37])[cH:6][c:7]([C:9]([F:10])([F:11])[F:12])[cH:8]1)([F:38])[F:39]. Reactants: O1C(=NC2=C1C=CC=C2)C=2C=CC(=C(C#N)C2)OC (5-(1,3-benzoxazol-2-yl)-2-methoxy benzonitrile), B(Br)(Br)Br (BBr3), O (H2O), CCOC(=O)C (EtOAc). The solvent is C(Cl)Cl (CH2Cl2). Reaction conditions: time 4 hour. Yields the product O1C(=NC2=C1C=CC=C2)C=2C=CC(=C(C#N)C2)O (5-(1,3-benzoxazol-2-yl)-2-hydroxy benzonitrile). As a reaction SMILES: [O:1]1[C:5]2[CH:6]=[CH:7][CH:8]=[CH:9][C:4]=2[N:3]=[C:2]1[C:10]1[CH:11]=[CH:12][C:13]([O:18]C)=[C:14]([CH:17]=1)[C:15]#[N:16].B(Br)(Br)Br.CCOC(C)=O.O>C(Cl)Cl>[O:1]1[C:5]2[CH:6]=[CH:7][CH:8]=[CH:9][C:4]=2[N:3]=[C:2]1[C:10]1[CH:11]=[CH:12][C:13]([OH:18])=[C:14]([CH:17]=1)[C:15]#[N:16]. Procedure: To a solution of 5-(1,3-benzoxazol-2-yl)-2-methoxy benzonitrile (270 mg, 1.1 mmol) in CH2Cl2 (5 mL) at 0° C., was added BBr3 (1.0M solution in CH2Cl2, 430 μL, 4.4 mmol) dropwise. The reaction was stirred at it for 4 h. EtOAc (150 mL) was added, as well as H2O (30 mL). The organic layer was washed with brine (2×20 mL), dried (MgSO4), concentrated and the crude product was recrystallized in EtOAc to afford 5-(1,3-benzoxazol-2-yl)-2-hydroxy benzonitrile. MS (ESI) 237 (M+H)+. The reactants are S(=O)(Cl)Cl (thionyl chloride), CO (methanol), O=C1C(=C(N=C(N1)N1CCCCC1)C1=CC=CC=C1)C(C(=O)O)CCC (2-(6-oxo-4-phenyl-2-(piperidin-1-yl)-1,6-dihydropyrimidin-5-yl)pentanoic acid). Yields the product O=C1C(=C(N=C(N1)N1CCCCC1)C1=CC=CC=C1)C(C(=O)OC)CCC (Methyl 2-(6-oxo-4-phenyl-2-(piperidin-1-yl)-1,6-dihydropyrimidin-5-yl)pentanoate). As a reaction SMILES: S(Cl)(Cl)=O.[O:5]=[C:6]1[NH:11][C:10]([N:12]2[CH2:17][CH2:16][CH2:15][CH2:14][CH2:13]2)=[N:9][C:8]([C:18]2[CH:23]=[CH:22][CH:21]=[CH:20][CH:19]=2)=[C:7]1[CH:24]([CH2:28][CH2:29][CH3:30])[C:25]([OH:27])=[O:26].[CH3:31]O>>[O:5]=[C:6]1[NH:11][C:10]([N:12]2[CH2:17][CH2:16][CH2:15][CH2:14][CH2:13]2)=[N:9][C:8]([C:18]2[CH:19]=[CH:20][CH:21]=[CH:22][CH:23]=2)=[C:7]1[CH:24]([CH2:28][CH2:29][CH3:30])[C:25]([O:27][CH3:31])=[O:26]. Procedure: To a solution cold solution of methanol (20 mL) was added thionyl chloride (2.90 mL; 40 mmol) dropwise. The acidic solution was added to a flask containing 2-(6-oxo-4-phenyl-2-(piperidin-1-yl)-1,6-dihydropyrimidin-5-yl)pentanoic acid (1.67 g; 4.71 mmol) and the mixture was heated to reflux for 18 h. The reaction mixture was concentrated under reduced pressure, the residue was dissolved in water and neutralized with a saturated solution of sodium hydrogen carbonate. The suspension was extracted t... Run at time 4 hour. The solvent is CN(C=O)C (N,N-dimethylformamide), C(C)N(CC)CC (triethylamine), C(C)(=O)OCC (ethyl acetate). Yields the product C1(CC1)S(=O)(=O)C1=CC=C(C=C1)/C(/C(=O)N(C)OC)=C\C1CCOCC1 ((2E)-2-[4-(cyclopropylsulfonyl)phenyl]-N-methoxy-N-methyl-3-(tetrahydro-2H-pyran-4-yl)propan-2-enamide). Procedure details: To a solution of N-methoxymethanamine hydrochloride (350 mg) in N,N-dimethylformamide (10 mL) was added triethylamine (500 μL), and the mixture was stirred at room temperature for 30 min. (2E)-2-[4-(Cyclopropylsulfonyl)phenyl]-3-(tetrahydro-2H-pyran-4-yl)propan-2-enoic acid (1.00 g), 1-ethyl-3-(3-dimethylaminopropyl)carbodiimide hydrochloride (860 mg) and 1-hydroxybenzotriazole (600 mg) were added to the reaction mixture under ice-cooling, and the mixture was stirred at room temperature for 4 hr... Yield: 101.9%. Reaction SMILES: Cl.[CH3:2][O:3][NH:4][CH3:5].[CH:6]1([S:9]([C:12]2[CH:17]=[CH:16][C:15](/[C:18](=[CH:22]\[CH:23]3[CH2:28][CH2:27][O:26][CH2:25][CH2:24]3)/[C:19](O)=[O:20])=[CH:14][CH:13]=2)(=[O:11])=[O:10])[CH2:8][CH2:7]1.Cl.C(N=C=NCCCN(C)C)C.ON1C2C=CC=CC=2N=N1>CN(C)C=O.C(OCC)(=O)C.C(N(CC)CC)C>[CH:6]1([S:9]([C:12]2[CH:13]=[CH:14][C:15](/[C:18](=[CH:22]\[CH:23]3[CH2:24][CH2:25][O:26][CH2:27][CH2:28]3)/[C:19]([N:4]([O:3][CH3:2])[CH3:5])=[O:20])=[CH:16][CH:17]=2)(=[O:10])=[O:11])[CH2:8][CH2:7]1 |f:0.1,3.4|. The reactants are C1(CC1)S(=O)(=O)C1=CC=C(C=C1)/C(/C(=O)O)=C\C1CCOCC1 ((2E)-2-[4-(Cyclopropylsulfonyl)phenyl]-3-(tetrahydro-2H-pyran-4-yl)propan-2-enoic acid), Cl.C(C)N=C=NCCCN(C)C (1-ethyl-3-(3-dimethylaminopropyl)carbodiimide hydrochloride), ON1N=NC2=C1C=CC=C2 (1-hydroxybenzotriazole), Cl.CONC (N-methoxymethanamine hydrochloride). The reactants are C(=O)(O)CCC1=C(C(=O)O)C=CC=C1 (2-(2-carboxyethyl)benzoic acid), BrBr (bromine), O (water), Cl (hydrochloric acid). The solvent is [N+](=O)(O)[O-] (nitric acid). Conditions: temperature 90 celsius. The product is BrC=1C=CC(=C(C(=O)O)C1)CCC(=O)O (5-bromo-2-(2-carboxyethyl)benzoic acid). Reaction SMILES: [C:1]([CH2:4][CH2:5][C:6]1[CH:14]=[CH:13][CH:12]=[CH:11][C:7]=1[C:8]([OH:10])=[O:9])([OH:3])=[O:2].[Br:15]Br.O.Cl>[N+]([O-])(O)=O>[Br:15][C:12]1[CH:13]=[CH:14][C:6]([CH2:5][CH2:4][C:1]([OH:3])=[O:2])=[C:7]([CH:11]=1)[C:8]([OH:10])=[O:9]. Procedure details: A solution of 2-(2-carboxyethyl)benzoic acid (5 g, 25.8 mmol) in 71% nitric acid (20 mL) in an amber vial was treated with bromine (1.3 mL, 25.8 mmol). The vial was capped and heated to about 90° C. for about 20 hours. The reaction was cooled, poured into water and 1M hydrochloric acid, and extracted with ethyl acetate. The organic layer was washed with water, dried (Na2SO4), filtered, and concentrated under vacuum. The residue was purified by flash chromatography on silica gel using dichloromet...